Dataset: the Open Reaction Database (ORD), a public repository of structured organic reaction records. Task: describe an organic reaction: reactants, conditions, products, and yield Starting materials: CCOC(=O)CCCOc1cccc2cc(C#N)c(=O)oc12, CCO, Cl, [Na+], [OH-], O. The product is N#Cc1cc2cccc(OCCCC(=O)O)c2oc1=O. RXN SMILES: [CH2:4]([CH3:5])[O:6][C:7]([CH2:8][CH2:9][CH2:10][O:11][c:12]1[cH:13][cH:14][cH:15][c:16]2[cH:17][c:18]([C:23]#[N:24])[c:19](=[O:22])[o:20][c:21]12)=[O:25].[CH3:1][CH2:2][OH:3].[ClH:28].[Na+:27].[OH-:26].[OH2:29]>>[O:6]=[C:7]([CH2:8][CH2:9][CH2:10][O:11][c:12]1[cH:13][cH:14][cH:15][c:16]2[cH:17][c:18]([C:23]#[N:24])[c:19](=[O:22])[o:20][c:21]12)[OH:25]. Procedure details: 5.75 Grams of 1-amino-7-hydroxy-4-methylindane hydrochloride was suspended in 40 ml of acetic acid, then 3.27 ml of acetic anhydride and a solution consisting of 2.59 ml of concentrated nitric acid and 10 ml of acetic acid were added thereto, and the whole mixture was stirred at a room temperature for 6 hours. The solvent was removed by evaporation, the residue was washed with acetone and recrystallized from ethanol to obtain 2 g of 1-amino-7-hydroxy-4-methyl-6-nitroindane hydrochloride in the f... As a reaction SMILES: [ClH:1].[NH2:2][CH:3]1[C:11]2[C:6](=[C:7]([CH3:13])[CH:8]=[CH:9][C:10]=2[OH:12])[CH2:5][CH2:4]1.C(OC(=O)C)(=O)C.[N+:21]([O-])([OH:23])=[O:22]>C(O)(=O)C>[ClH:1].[NH2:2][CH:3]1[C:11]2[C:6](=[C:7]([CH3:13])[CH:8]=[C:9]([N+:21]([O-:23])=[O:22])[C:10]=2[OH:12])[CH2:5][CH2:4]1 |f:0.1,5.6|. Run at time 6 hour. Starting materials: Cl.NC1CCC2=C(C=CC(=C12)O)C (1-amino-7-hydroxy-4-methylindane hydrochloride), C(C)(=O)OC(C)=O (acetic anhydride), [N+](=O)(O)[O-] (nitric acid). The product is Cl.NC1CCC2=C(C=C(C(=C12)O)[N+](=O)[O-])C (1-amino-7-hydroxy-4-methyl-6-nitroindane hydrochloride). Run in C(C)(=O)O (acetic acid), C(C)(=O)O (acetic acid). Reactants: C1(=CC=CC=C1)C=1CCN(CC1)CCCCN(C(=O)OCC)C1=C(C(=O)OC)C=CC(=C1)[N+](=O)[O-] (methyl 2-[N-{4-(4-phenyl-1,2,3,6-tetrahydropyridin-1-yl)butyl}-N-ethoxycarbonylamino]-4-nitrobenzoate), [OH-].[K+] (potassium hydroxide). The solvent is CO (methanol). Conditions: temperature 50 celsius, time 2 hour. Product: C1(=CC=CC=C1)C=1CCN(CC1)CCCCN(C(=O)OCC)C1=C(C(=O)O)C=CC(=C1)[N+](=O)[O-] (2-[N-{4-(4-phenyl-1,2,3,6-tetrahydropyridin-1-yl)butyl}-N-ethoxycarbonylamino]-4-nitrobenzoic acid). Yield: 102.3%. As a reaction SMILES: [C:1]1([C:7]2[CH2:8][CH2:9][N:10]([CH2:13][CH2:14][CH2:15][CH2:16][N:17]([C:23]3[CH:32]=[C:31]([N+:33]([O-:35])=[O:34])[CH:30]=[CH:29][C:24]=3[C:25]([O:27]C)=[O:26])[C:18]([O:20][CH2:21][CH3:22])=[O:19])[CH2:11][CH:12]=2)[CH:6]=[CH:5][CH:4]=[CH:3][CH:2]=1.[OH-].[K+]>CO>[C:1]1([C:7]2[CH2:12][CH2:11][N:10]([CH2:13][CH2:14][CH2:15][CH2:16][N:17]([C:23]3[CH:32]=[C:31]([N+:33]([O-:35])=[O:34])[CH:30]=[CH:29][C:24]=3[C:25]([OH:27])=[O:26])[C:18]([O:20][CH2:21][CH3:22])=[O:19])[CH2:9][CH:8]=2)[CH:6]=[CH:5][CH:4]=[CH:3][CH:2]=1 |f:1.2|. Procedure: To a stirred solution of methyl 2-[N-{4-(4-phenyl-1,2,3,6-tetrahydropyridin-1-yl)butyl}-N-ethoxycarbonylamino]-4-nitrobenzoate (1.58 g) in methanol (16 ml) was added 2N potassium hydroxide (5.0 ml). After stirring for 2 hours at 50° C., methanol was evaporated in vacuo. The residue was diluted with water, acidified with 3N hydrochloric acid, extracted with chloroform. The extract was washed with brine, dried over magnesium sulfate, and evaporated. Crude 2-[N-{4-(4-phenyl-1,2,3,6-tetrahydropyridi... The reactants are C1COCCO1, CN1C(=O)CCN(C2CCCC2)c2nc(Nc3cc(F)c(C(=O)NC4CCN(C(=O)OC(C)(C)C)C4)cc3Cl)ncc21, Cl, O=C(O)C(F)(F)F. The product is CN1C(=O)CCN(C2CCCC2)c2nc(Nc3cc(F)c(C(=O)NC4CCNC4)cc3Cl)ncc21. Reaction SMILES: [CH2:51]1[O:52][CH2:53][CH2:54][O:55][CH2:56]1.[Cl:1][c:2]1[c:3]([NH:24][c:25]2[n:26][cH:27][c:28]3[c:34]([n:35]2)[N:33]([CH:36]2[CH2:37][CH2:38][CH2:39][CH2:40]2)[CH2:32][CH2:31][C:30](=[O:41])[N:29]3[CH3:42])[cH:4][c:5]([F:23])[c:6]([C:7](=[O:8])[NH:9][CH:10]2[CH2:11][N:12]([C:15]([O:16][C:17]([CH3:18])([CH3:19])[CH3:20])=[O:21])[CH2:13][CH2:14]2)[cH:22]1.[ClH:43].[F:44][C:45]([F:46])([F:47])[C:48]([OH:49])=[O:50]>>[Cl:1][c:2]1[c:3]([NH:24][c:25]2[n:26][cH:27][c:28]3[c:34]([n:35]2)[N:33]([CH:36]2[CH2:37][CH2:38][CH2:39][CH2:40]2)[CH2:32][CH2:31][C:30](=[O:41])[N:29]3[CH3:42])[cH:4][c:5]([F:23])[c:6]([C:7](=[O:8])[NH:9][CH:10]2[CH2:11][NH:12][CH2:13][CH2:14]2)[cH:22]1. The reactants are CCCCCC, CCO, CC(=O)O, COc1ccc2nc(NC(=O)C(CC3CCCC3)c3ccc([N+](=O)[O-])cc3)sc2n1, [Fe]. Product: COc1ccc2nc(NC(=O)C(CC3CCCC3)c3ccc(N)cc3)sc2n1. Reaction SMILES: [CH3:31][CH2:32][CH2:33][CH2:34][CH2:35][CH3:36].[CH3:37][CH2:38][OH:39].[CH3:40][C:41](=[O:42])[OH:43].[CH:1]1([CH2:6][CH:7]([C:8](=[O:9])[NH:10][c:11]2[s:12][c:13]3[n:14][c:15]([O:20][CH3:21])[cH:16][cH:17][c:18]3[n:19]2)[c:22]2[cH:23][cH:24][c:25]([N+:28]([O-:29])=[O:30])[cH:26][cH:27]2)[CH2:2][CH2:3][CH2:4][CH2:5]1.[Fe:44]>>[CH:1]1([CH2:6][CH:7]([C:8](=[O:9])[NH:10][c:11]2[s:12][c:13]3[n:14][c:15]([O:20][CH3:21])[cH:16][cH:17][c:18]3[n:19]2)[c:22]2[cH:23][cH:24][c:25]([NH2:28])[cH:26][cH:27]2)[CH2:2][CH2:3][CH2:4][CH2:5]1. The reactants are NC=1C(=CC(=C(C1)N1C=C(C(C2=CC(=C(C=C12)F)[N+](=O)[O-])=O)C(=O)O)F)F (1-(5-Amino-2,4-difluorophenyl)-7-fluoro-6-nitro-4-oxo-1,4-dihydroquinoline-3-carboxylic acid), N (ammonia), C(CC(O)(C(=O)O)CC(=O)O)(=O)O (citric acid). The solvent is N1=CC=CC=C1 (pyridine). Conditions: temperature 50 celsius, time 15 hour. The product is NC1=C(C=C2C(C(=CN(C2=C1)C1=C(C=C(C(=C1)N)F)F)C(=O)O)=O)[N+](=O)[O-] (7-Amino-1-(5-amino-2,4-difluorophenyl)-6-nitro-4-oxo-1,4-dihydroquinoline-3-carboxylic Acid). Isolated yield 72.0%. RXN SMILES: [NH2:1][C:2]1[C:3]([F:27])=[CH:4][C:5]([F:26])=[C:6]([N:8]2[C:17]3[C:12](=[CH:13][C:14]([N+:19]([O-:21])=[O:20])=[C:15](F)[CH:16]=3)[C:11](=[O:22])[C:10]([C:23]([OH:25])=[O:24])=[CH:9]2)[CH:7]=1.[NH3:28].C(O)(=O)CC(CC(O)=O)(C(O)=O)O>N1C=CC=CC=1>[NH2:28][C:15]1[CH:16]=[C:17]2[C:12]([C:11](=[O:22])[C:10]([C:23]([OH:25])=[O:24])=[CH:9][N:8]2[C:6]2[CH:7]=[C:2]([NH2:1])[C:3]([F:27])=[CH:4][C:5]=2[F:26])=[CH:13][C:14]=1[N+:19]([O-:21])=[O:20]. Reported procedure: 1-(5-Amino-2,4-difluorophenyl)-7-fluoro-6-nitro-4-oxo-1,4-dihydroquinoline-3-carboxylic acid (70 mg) was added to a mixed liquid of 28% aqueous ammonia (85 mg) and pyridine (2 ml), and the mixture was stirred at 50° C. for 15 hours. The reaction mixture was acidified with 3% citric acid (20 ml), and solids formed were collected by filtration. The solids were subjected to azeotropic distillation with ethanol and toluene. Hexane was added to the residue to conduct filtration, thereby obtain the ti... Starting materials: C(C)(C)(C)ONC(=O)C1=CC=C2C=CC(NC2=C1C)(C)C (7-tert-butyloxycarbamoyl-1,2-dihydro-2,2,8-trimethylquinoline). The reagents and catalysts are [Pd] (Pd-C). The solvent is C(C)(=O)OCC (ethyl acetate). Yields the product C(C)(C)(C)ONC(=O)C1=CC=C2CCC(NC2=C1C)(C)C (7-tert-butyloxycarbamoyl-1,2,3,4-tetrahydro-2,2,8-trimethylquinoline). Isolated yield 53.0%. As a reaction SMILES: [C:1]([O:5][NH:6][C:7]([C:9]1[C:18]([CH3:19])=[C:17]2[C:12]([CH:13]=[CH:14][C:15]([CH3:21])([CH3:20])[NH:16]2)=[CH:11][CH:10]=1)=[O:8])([CH3:4])([CH3:3])[CH3:2]>C(OCC)(=O)C.[Pd]>[C:1]([O:5][NH:6][C:7]([C:9]1[C:18]([CH3:19])=[C:17]2[C:12]([CH2:13][CH2:14][C:15]([CH3:21])([CH3:20])[NH:16]2)=[CH:11][CH:10]=1)=[O:8])([CH3:4])([CH3:3])[CH3:2]. Reported procedure: A solution of 7-tert-butyloxycarbamoyl-1,2-dihydro-2,2,8-trimethylquinoline (114 mg, 0.39 mmol) in 4 mL of ethyl acetate was hydrogenated under an atmosphere of hydrogen with Pd-C 10% (11 mg) at rt for 7 h. Filtration over Celite afforded 60 mg (60%) of 7-tert-butyloxycarbamoyl-1,2,3,4-tetrahydro-2,2,8-trimethylquinoline. The title compound was prepared by General Method 12 (EXAMPLE 147) from 7-tert-butyloxycarbamoyl-1,2,3,4-tetrahydro-2,2,8-trimethylquinoline (60 mg, 0.206 mmol) to afford 30 mg... The reactants are C1CCOC1, COC(=O)c1cc(OC)cc2c1ccn2C(C)C, [Li+], [OH-], O, O. The product is COc1cc(C(=O)O)c2ccn(C(C)C)c2c1. Reaction SMILES: [CH2:22]1[O:23][CH2:24][CH2:25][CH2:26]1.[CH3:1][O:2][C:3](=[O:4])[c:5]1[c:6]2[cH:7][cH:8][n:9]([CH:16]([CH3:17])[CH3:18])[c:10]2[cH:11][c:12]([O:14][CH3:15])[cH:13]1.[Li+:20].[OH-:19].[OH2:21].[OH2:27]>>[O:2]=[C:3]([OH:4])[c:5]1[c:6]2[cH:7][cH:8][n:9]([CH:16]([CH3:17])[CH3:18])[c:10]2[cH:11][c:12]([O:14][CH3:15])[cH:13]1. The reactants are FC1=C(N)C=CC(=C1)F (2,4-difluoroaniline), FC=1C(=C(C(=C2C1C(=O)OC2=O)F)F)F (tetrafluorophthalic anhydride). The solvent is C(C)(=O)O (acetic acid). Yields the product FC1=C(C=CC(=C1)F)N1C(C2=C(C(=C(C(=C2C1=O)F)F)F)F)=O (2-(2,4-difluorophenyl)-4,5,6,7-tetrafluoro-1H-isoindole-1,3(2H)-dione). The yield is 42.3%. RXN SMILES: [F:1][C:2]1[CH:8]=[C:7]([F:9])[CH:6]=[CH:5][C:3]=1[NH2:4].[F:10][C:11]1[C:12]([F:24])=[C:13]([F:23])[C:14]([F:22])=[C:15]2[C:20](=O)[O:19][C:17](=[O:18])[C:16]=12>C(O)(=O)C>[F:1][C:2]1[CH:8]=[C:7]([F:9])[CH:6]=[CH:5][C:3]=1[N:4]1[C:17](=[O:18])[C:16]2[C:15](=[C:14]([F:22])[C:13]([F:23])=[C:12]([F:24])[C:11]=2[F:10])[C:20]1=[O:19]. Reported procedure: A mixture of about 1 g (about 7.75 mmol) of 2,4-difluoroaniline, about 1.54 g (about 7 mmol) of tetrafluorophthalic anhydride and about 50 mL of glacial acetic acid was refluxed for about 3.5 hours. The solvent was evaporated to dryness under reduced pressure of from about 200 to about 15 mbar. The residue was dissolved in about 75 mL of CH2C12. The solution was washed three times with about 25 mL of about 0.1 M HCl and twice with about 25 mL of water. The residue was then dried with Na2SO4. Aft... The reactants are NC=1C(=NC(=NC1NC1=C(C=CC=C1)OC)NC1=C(C=CC=C1)O)C(=O)OCC (Ethyl 5-amino-2-(2-hydroxyphenylamino)-6-(2-methoxyphenylamino)pyrimidine-4-carboxylate), OC1=C(C=CC=C1)NC1=NC(=C(C(=N1)C(=O)OCC)[N+](=O)[O-])NC1=C(C=CC=C1)OC (Ethyl 2-(2-hydroxyphenylamino)-6-(2-methoxyphenylamino)-5-nitropyrimidine-4-carboxylate), C(C)O (ethanol). The reagents and catalysts are [Pd] (palladium on carbon). Reaction conditions: time 8 hour. Product: OC1=C(C=CC=C1)NC1=NC(=C2NC(N(C2=N1)C1=C(C=CC=C1)OC)=O)C(=O)N (2-(2-HYDROXYPHENYLAMINO)-9-(2-METHOXYPHENYL)-8-OXO-8,9-DIHYDRO-7H-PURINE-6-CARBOXAMIDE). The yield is 81.0%. Reaction SMILES: [NH2:1][C:2]1[C:3]([C:25](OCC)=[O:26])=[N:4][C:5]([NH:17][C:18]2[CH:23]=[CH:22][CH:21]=[CH:20][C:19]=2[OH:24])=[N:6][C:7]=1[NH:8][C:9]1[CH:14]=[CH:13][CH:12]=[CH:11][C:10]=1[O:15][CH3:16].OC1C=CC=CC=1[NH:37]C1N=C(C(OCC)=O)C([N+]([O-])=O)=C(NC2C=CC=CC=2OC)N=1.[CH2:61]([OH:63])C>[Pd]>[OH:24][C:19]1[CH:20]=[CH:21][CH:22]=[CH:23][C:18]=1[NH:17][C:5]1[N:6]=[C:7]2[C:2]([NH:1][C:61](=[O:63])[N:8]2[C:9]2[CH:14]=[CH:13][CH:12]=[CH:11][C:10]=2[O:15][CH3:16])=[C:3]([C:25]([NH2:37])=[O:26])[N:4]=1. Procedure details: Ethyl 5-amino-2-(2-hydroxyphenylamino)-6-(2-methoxyphenylamino)pyrimidine-4-carboxylate. Ethyl 2-(2-hydroxyphenylamino)-6-(2-methoxyphenylamino)-5-nitropyrimidine-4-carboxylate (362 mg, 0.851 mmol) was dissolved in ethanol (20 mL) and 10% palladium on carbon (91 mg, 0.085 mmol) was added. The reaction mixture was stirred at room temperature under an atmosphere of hydrogen overnight. The reaction was then filtered through Celite, solvent was removed under reduced pressure and purified by column c...